This data is from the Open Reaction Database (ORD), a public repository of structured organic reaction records. The task is: describe an organic reaction: reactants, conditions, products, and yield Starting materials: CCCCC, CO, CCCCCCCNC(=O)N(C)c1cccc(-c2ccc(CCC(=O)OC)cc2OCC2CC2)c1, [Na+], C1CCOC1, [OH-]. Reaction SMILES: [CH3:38][CH2:39][CH2:40][CH2:41][CH3:42].[CH3:43][OH:44].[CH:3]1([CH2:6][O:7][c:8]2[c:9](-[c:20]3[cH:21][c:22]([N:26]([C:27](=[O:28])[NH:29][CH2:30][CH2:31][CH2:32][CH2:33][CH2:34][CH2:35][CH3:36])[CH3:37])[cH:23][cH:24][cH:25]3)[cH:10][cH:11][c:12]([CH2:14][CH2:15][C:16](=[O:17])[O:18][CH3:19])[cH:13]2)[CH2:4][CH2:5]1.[Na+:2].[O:45]1[CH2:46][CH2:47][CH2:48][CH2:49]1.[OH-:1]>>[CH:3]1([CH2:6][O:7][c:8]2[c:9](-[c:20]3[cH:21][c:22]([N:26]([C:27](=[O:28])[NH:29][CH2:30][CH2:31][CH2:32][CH2:33][CH2:34][CH2:35][CH3:36])[CH3:37])[cH:23][cH:24][cH:25]3)[cH:10][cH:11][c:12]([CH2:14][CH2:15][C:16](=[O:17])[OH:18])[cH:13]2)[CH2:4][CH2:5]1. Product: CCCCCCCNC(=O)N(C)c1cccc(-c2ccc(CCC(=O)O)cc2OCC2CC2)c1. The reactants are BrC1=CC(=C(C#N)C=C1F)O[C@H](CCCl)C1=CC=CC=C1 (4-bromo-2-[[(1R)-3-chloro-1-phenylpropyl]oxy]-5-fluorobenzonitrile), [N-]=[N+]=[N-].[Na+] (sodium azide). The product is N(=[N+]=[N-])CC[C@H](C1=CC=CC=C1)OC1=C(C#N)C=C(C(=C1)Br)F (2-[[(1R)-3-Azido-1-phenylpropyl]oxy]-4-bromo-5-fluorobenzonitrile). Reaction SMILES: [Br:1][C:2]1[C:9]([F:10])=[CH:8][C:5]([C:6]#[N:7])=[C:4]([O:11][C@@H:12]([C:16]2[CH:21]=[CH:20][CH:19]=[CH:18][CH:17]=2)[CH2:13][CH2:14]Cl)[CH:3]=1.[N-:22]=[N+:23]=[N-:24].[Na+]>>[N:22]([CH2:14][CH2:13][C@@H:12]([O:11][C:4]1[CH:3]=[C:2]([Br:1])[C:9]([F:10])=[CH:8][C:5]=1[C:6]#[N:7])[C:16]1[CH:21]=[CH:20][CH:19]=[CH:18][CH:17]=1)=[N+:23]=[N-:24] |f:1.2|. Procedure details: This was prepared by the method of Example 68(b) using 4-bromo-2-[[(1R)-3-chloro-1-phenylpropyl]oxy]-5-fluorobenzonitrile and sodium azide.